This data is from the Open Reaction Database (ORD), a public repository of structured organic reaction records. The task is: describe an organic reaction: reactants, conditions, products, and yield Starting materials: CCN=C=NCCCN(C)C, CN(C)C=O, Cl, Nc1cc(Oc2ccc3nc(NC(=O)C4CC4)cn3n2)ccc1F, O=C(O)c1cccc(C(F)(F)F)c1, On1nnc2ccccc21. The product is O=C(Nc1cc(Oc2ccc3nc(NC(=O)C4CC4)cn3n2)ccc1F)c1cccc(C(F)(F)F)c1. Reaction SMILES: [CH2:49]([N:50]=[C:51]=[N:52][CH2:53][CH2:54][CH2:55][N:56]([CH3:57])[CH3:58])[CH3:59].[CH3:60][N:61]([CH3:62])[CH:63]=[O:64].[ClH:48].[NH2:1][c:2]1[cH:3][c:4]([O:5][c:6]2[cH:7][cH:8][c:9]3[n:10]([n:11]2)[cH:12][c:13]([NH:15][C:16](=[O:17])[CH:18]2[CH2:19][CH2:20]2)[n:14]3)[cH:21][cH:22][c:23]1[F:24].[OH:25][C:26](=[O:27])[c:28]1[cH:29][cH:30][cH:31][c:32]([C:34]([F:35])([F:36])[F:37])[cH:33]1.[OH:38][n:39]1[c:40]2[cH:41][cH:42][cH:43][cH:44][c:45]2[n:46][n:47]1>>[NH:1]([c:2]1[cH:3][c:4]([O:5][c:6]2[cH:7][cH:8][c:9]3[n:10]([n:11]2)[cH:12][c:13]([NH:15][C:16](=[O:17])[CH:18]2[CH2:19][CH2:20]2)[n:14]3)[cH:21][cH:22][c:23]1[F:24])[C:26](=[O:25])[c:28]1[cH:29][cH:30][cH:31][c:32]([C:34]([F:35])([F:36])[F:37])[cH:33]1. Starting materials: CCCCCCC (Heptane), FC(C=1C=C(C=C(C1)C(F)(F)F)[C@@H](C)O[C@@H]1[C@@H](N(CCO1)CC=1N=NNC1CN(C)C)C1=CC=C(C=C1)F)(F)F (2-(R)-(1-(R)-(3,5-bis(trifluoromethyl)phenyl)-ethoxy)-4-(5-(dimethylamino)methyl-1,2,3-triazol-4-yl)methyl-3-(S)-(4-fluorophenyl)-morpholine), Cl (HCl), solution, CCCCCCC (heptane). Run in C(C)(C)O (isopropanol), C(C)(C)O (isopropanol), C(C)(=O)OCC (ethyl acetate), C(C)(C)O (isopropanol), CC(C)O (IPA), O (water). Conditions: time 2 hour. Yields the product Cl.FC(C=1C=C(C=C(C1)C(F)(F)F)[C@@H](C)O[C@@H]1[C@@H](N(CCO1)CC=1N=NNC1CN(C)C)C1=CC=C(C=C1)F)(F)F (2-(R)-(1-(R)-(3,5-bis(trifluoromethyl)phenyl)-ethoxy)4-(5-(dimethylamino)methyl-1,2,3-triazol-4-yl)methyl-3-(S)-(4-fluoro-phenyl)morpholine hydrochloride). As a reaction SMILES: [F:1][C:2]([F:40])([F:39])[C:3]1[CH:4]=[C:5]([C@H:13]([O:15][C@H:16]2[O:21][CH2:20][CH2:19][N:18]([CH2:22][C:23]3[N:24]=[N:25][NH:26][C:27]=3[CH2:28][N:29]([CH3:31])[CH3:30])[C@H:17]2[C:32]2[CH:37]=[CH:36][C:35]([F:38])=[CH:34][CH:33]=2)[CH3:14])[CH:6]=[C:7]([C:9]([F:12])([F:11])[F:10])[CH:8]=1.[ClH:41].CCCCCCC>C(OCC)(=O)C.C(O)(C)C.O>[ClH:41].[F:40][C:2]([F:1])([F:39])[C:3]1[CH:4]=[C:5]([C@H:13]([O:15][C@H:16]2[O:21][CH2:20][CH2:19][N:18]([CH2:22][C:23]3[N:24]=[N:25][NH:26][C:27]=3[CH2:28][N:29]([CH3:30])[CH3:31])[C@H:17]2[C:32]2[CH:37]=[CH:36][C:35]([F:38])=[CH:34][CH:33]=2)[CH3:14])[CH:6]=[C:7]([C:9]([F:12])([F:11])[F:10])[CH:8]=1 |f:6.7|. Procedure details: To a solution of 2-(R)-(1-(R)-(3,5-bis(trifluoromethyl)phenyl)-ethoxy)-4-(5-(dimethylamino)methyl-1,2,3-triazol-4-yl)methyl-3-(S)-(4-fluorophenyl)-morpholine (1.417 kg, 2.46 mol) in ethyl acetate (7.5 L) at room temperature is added a solution of HCl in isopropanol (approx. 495 mL). The end point was monitored by taking 1 mL solution, diluting with 2 mL IPA and 2 mL of water and checking its pH, to a preferred end point of 4.6˜4.8. After reaching its end point, an additional amount of isopropano... Starting materials: BrC=1C=C2CCC(C2=CC1)=O (5-bromoindanone), Cl.C(C1=CC=CC=C1)ON (O-benzylhydroxylamine hydrochloride), N1=CC=CC=C1 (pyridine). Solvent: C(C)O (ethanol). Conditions: time 5 hour. Product: C(C1=CC=CC=C1)O\N=C\1/CCC2=CC(=CC=C12)Br ((E)-5-bromo-2,3-dihydroinden-1-one O-benzyl oxime). The yield is 84.0%. Reaction SMILES: [Br:1][C:2]1[CH:3]=[C:4]2[C:8](=[CH:9][CH:10]=1)[C:7](=O)[CH2:6][CH2:5]2.Cl.[CH2:13]([O:20][NH2:21])[C:14]1[CH:19]=[CH:18][CH:17]=[CH:16][CH:15]=1.N1C=CC=CC=1>C(O)C>[CH2:13]([O:20]/[N:21]=[C:7]1\[CH2:6][CH2:5][C:4]2[C:8]\1=[CH:9][CH:10]=[C:2]([Br:1])[CH:3]=2)[C:14]1[CH:19]=[CH:18][CH:17]=[CH:16][CH:15]=1 |f:1.2|. Reported procedure: To 5-bromoindanone (5.66 g) in 60 mL ethanol was added 5.57 g O-benzylhydroxylamine hydrochloride and 3.2 mL pyridine. The mixture was stirred at ambient temperature for 5 hours. The volatiles were removed under vacuum and the solid residue partitioned between saturated aqueous sodium bicarbonate and ethyl acetate. The ethyl acetate was washed with brine, dried over magnesium sulfate, filtered, and evaporated under vacuum to afford crude product as an amber oil. The crude material was crystalliz...